This data is from the Open Reaction Database (ORD), a public repository of structured organic reaction records. The task is: describe an organic reaction: reactants, conditions, products, and yield Reactants: C(C)OC(C1=CC=C(C=C1)N=CC1=CC(=CC=C1)Br)=O (4-{[1-(3-bromo-phenyl)-methylidene]-amino}-benzoic acid ethyl ester), O.[O-]S(=O)(=O)C(F)(F)F.[Yb+3].[O-]S(=O)(=O)C(F)(F)F.[O-]S(=O)(=O)C(F)(F)F (ytterbium(III) triflate hydrate), C(C(C)C)=O (isobutyraldehyde), O (water). Run in O1CCCC1 (tetrahydrofuran). Run at temperature 25 celsius, time 5 hour. Product: C(C)OC(=O)C=1C=C2C(C(C(NC2=CC1)C1=CC(=CC=C1)Br)(C)C)O (2-(3-bromo-phenyl)-4-hydroxy-3,3-dimethyl-1,2,3,4-tetrahydro-quinoline-6-carboxylic acid ethyl ester). The yield is 99.9%. Reaction SMILES: [CH2:1]([O:3][C:4](=[O:20])[C:5]1[CH:10]=[CH:9][C:8]([N:11]=[CH:12][C:13]2[CH:18]=[CH:17][CH:16]=[C:15]([Br:19])[CH:14]=2)=[CH:7][CH:6]=1)[CH3:2].O.[O-]S(C(F)(F)F)(=O)=O.[Yb+3].[O-]S(C(F)(F)F)(=O)=O.[O-]S(C(F)(F)F)(=O)=O.[CH:47](=[O:51])[CH:48]([CH3:50])[CH3:49].O>O1CCCC1>[CH2:1]([O:3][C:4]([C:5]1[CH:10]=[C:9]2[C:8](=[CH:7][CH:6]=1)[NH:11][CH:12]([C:13]1[CH:18]=[CH:17][CH:16]=[C:15]([Br:19])[CH:14]=1)[C:48]([CH3:50])([CH3:49])[CH:47]2[OH:51])=[O:20])[CH3:2] |f:1.2.3.4.5|. Procedure details: To a mixture of 4-{[1-(3-bromo-phenyl)-methylidene]-amino}-benzoic acid ethyl ester (6.7 g, 20.1 mmol) and ytterbium(III) triflate hydrate (1.25 g, 2.01 mmol) in dry tetrahydrofuran (15 mL) at 25° C. was added isobutyraldehyde (1.45 g, 20.1 mmol) and water (0.36 mL, 20.1 mmol) dropwise. The reaction mixture was stirred at 25° C. for 5 h. Then the reaction mixture was concentrated in vacuo and the residue was extracted with ethyl acetate (2×100 mL), washed with brine, dried over anhydrous sodium ...